This data is from the Open Reaction Database (ORD), a public repository of structured organic reaction records. The task is: describe an organic reaction: reactants, conditions, products, and yield The reactants are C(N)(=N)NOCCNC(CC1=C(C(=CC=C1C#N)NCC(C1=CC(=C(C=C1)F)F)(F)F)F)=O (N-[2-(Amidinoaminooxy)ethyl]-2-{3-[(2,2-difluoro-2-(3,4-difluorophenyl)ethyl)amino]-6-cyano-2-fluorophenyl}acetamide), base ·1.00, Cl (HCl). Solvent: O (water). Yields the product Cl.C(N)(=N)NOCCNC(CC1=C(C(=CC=C1C#N)NCC(C1=CC(=C(C=C1)F)F)(F)F)F)=O (N-[2-(Amidinoaminooxy)ethyl]-2-{3-[(2,2-difluoro-2-(3,4-difluorophenyl)ethyl)amino]-6-cyano-2-fluorophenyl}acetamide hydrochloride). As a reaction SMILES: [C:1]([NH:4][O:5][CH2:6][CH2:7][NH:8][C:9](=[O:33])[CH2:10][C:11]1[C:16]([C:17]#[N:18])=[CH:15][CH:14]=[C:13]([NH:19][CH2:20][C:21]([F:31])([F:30])[C:22]2[CH:27]=[CH:26][C:25]([F:28])=[C:24]([F:29])[CH:23]=2)[C:12]=1[F:32])(=[NH:3])[NH2:2].[ClH:34]>O>[ClH:34].[C:1]([NH:4][O:5][CH2:6][CH2:7][NH:8][C:9](=[O:33])[CH2:10][C:11]1[C:16]([C:17]#[N:18])=[CH:15][CH:14]=[C:13]([NH:19][CH2:20][C:21]([F:30])([F:31])[C:22]2[CH:27]=[CH:26][C:25]([F:28])=[C:24]([F:29])[CH:23]=2)[C:12]=1[F:32])(=[NH:2])[NH2:3] |f:3.4|. Procedure: Prepared from N-[2-(Amidinoaminooxy)ethyl]-2-{3-[(2,2-difluoro-2-(3,4-difluorophenyl)ethyl)amino]-6-cyano-2-fluorophenyl}acetamide, as described in the previous step, using essentially the protocol given in Example 2j. 1H NMR (300 Hz, CD3OD) δ 7.55-7.45 (m, 1H), 7.41-7.26 (m, 3H), 6.80 (t, J=8.6 Hz, 1H), 3.99-3.91 (m, 4H), 3.76 (d, J=1.98 Hz, 2H), 3.52 (t, J=5.3 Hz, 2H); LC/MS (m/z) [M+1]+ 471.2 (calculated for C20H19F5N6O2, 470.15). Elem. Anal. Calc. for free base •1.00 HCl: C, 47.39; H, 3.98; ... As a reaction SMILES: [CH:1]12[CH2:10][CH:5]3[CH2:6][CH:7]([CH2:9][CH:3]([CH2:4]3)[CH:2]1[N:11]1[C:14](=[O:15])[C:13]([CH3:17])([CH3:16])[NH:12]1)[CH2:8]2.[CH3:18][C:19]1[CH:26]=[CH:25][CH:24]=[CH:23][C:20]=1[CH2:21]Br>>[CH3:16][C:13]1([CH3:17])[N:12]([CH2:18][C:19]2[CH:26]=[CH:25][CH:24]=[CH:23][C:20]=2[CH3:21])[N:11]([CH:2]2[CH:3]3[CH2:4][CH:5]4[CH2:6][CH:7]([CH2:8][CH:1]2[CH2:10]4)[CH2:9]3)[C:14]1=[O:15]. Reactants: C12C(C3CC(CC(C1)C3)C2)N2NC(C2=O)(C)C (2-(Adamantan-2-yl)-4,4-dimethyl-1,2-diazetidin-3-one), CC1=C(CBr)C=CC=C1 (2-methylbenzyl bromide). The product is CC1(C(N(N1CC1=C(C=CC=C1)C)C1C2CC3CC(CC1C3)C2)=O)C (4,4-dimethyl-1-(2-methylbenzyl)-2-(adamantan-2-yl)-1,2-diazetidin-3-one). Reported procedure: 2-(Adamantan-2-yl)-4,4-dimethyl-1,2-diazetidin-3-one and 2-methylbenzyl bromide were used for a similar reaction and treatment as Process 6 of Example 1, and the title compound was obtained as a white crystalline powder.